Task: describe an organic reaction: reactants, conditions, products, and yield. Dataset: the Open Reaction Database (ORD), a public repository of structured organic reaction records The reactants are NC1=NC2=NC(=CC=C2C=C1)Cl (2-amino-7-chloro-1,8-naphthyridine), CS(=O)C (dimethyl sulphoxide), Cl.CN(CCS)C (2-dimethylaminoethanethiol hydrochloride), [OH-].[K+] (potassium hydroxide). Run in C(C)O (ethanol). Conditions: temperature 90 celsius. Yields the product NC1=NC2=NC(=CC=C2C=C1)SCCN(C)C (2-Amino-7-(2-dimethylaminoethylthio)-1,8-naphthyridine). Isolated yield 53.8%. RXN SMILES: [NH2:1][C:2]1[CH:11]=[CH:10][C:9]2[C:4](=[N:5][C:6](Cl)=[CH:7][CH:8]=2)[N:3]=1.Cl.[CH3:14][N:15]([CH3:19])[CH2:16][CH2:17][SH:18].[OH-].[K+].CS(C)=O>C(O)C>[NH2:1][C:2]1[CH:11]=[CH:10][C:9]2[C:4](=[N:5][C:6]([S:18][CH2:17][CH2:16][N:15]([CH3:19])[CH3:14])=[CH:7][CH:8]=2)[N:3]=1 |f:1.2,3.4|. Reported procedure: A mixture composed of 2-amino-7-chloro-1,8-naphthyridine (29.6 g), 2-dimethylaminoethanethiol hydrochloride (48 g), potassium hydroxide pellets (85% pure; 43.5 g) and dimethyl sulphoxide (300 cc) is heated for 2 hours at 90° C. The reaction mixture is then poured into distilled water (400 cc) and extracted with methylene chloride (6×250 cc). The extracts are washed with distilled water (300 cc), dried over magnesium sulphate and concentrated to dryness at 40° C. under reduced pressure. The resid... The reactants are COC1=CC=C(C=C1)C1=NC=C(C=C1N)N1CCOCC1 (2-(4-methoxyphenyl)-5-morpholinopyridin-3-amine), ClC1=C(C(=NC2=CC(=CC(=C12)F)F)C1=NC=CC(=C1)C)C (4-chloro-5,7-difluoro-3-methyl-2-(4-methylpyridin-2-yl)quinoline), C1(CCCCC1)P(C1(C(=C(C=C(C1)C(C)C)C(C)C)C1=CC=CC=C1)C(C)C)C1CCCCC1 (2-dicyclohexylphosphino-2,4,6,-triisopropylbiphenyl), CC(C)C1=CC(=C(C(=C1)C(C)C)C2=C(C=CC=C2)P(C3CCCCC3)C4CCCCC4)C(C)C (X-Phos), CC(C)([O-])C.[Na+] (sodium tert-butoxide). Reagents/catalysts: C=1C=CC(=CC1)/C=C/C(=O)/C=C/C2=CC=CC=C2.C=1C=CC(=CC1)/C=C/C(=O)/C=C/C2=CC=CC=C2.C=1C=CC(=CC1)/C=C/C(=O)/C=C/C2=CC=CC=C2.[Pd].[Pd] (tris(dibenzylideneacetone)dipalladium). Solvent: O (water), C1(=CC=CC=C1)C (toluene). Conditions: temperature 100 celsius, time 19 hour. Product: FC1=C2C(=C(C(=NC2=CC(=C1)F)C1=NC=CC(=C1)C)C)NC=1C(=NC=C(C1)N1CCOCC1)C1=CC=C(C=C1)OC (5,7-difluoro-N-(2-(4-methoxyphenyl)-5-morpholinopyridin-3-yl)-3-methyl-2-(4-methylpyridin-2-yl)-quinolin-4-amine). RXN SMILES: [CH3:1][O:2][C:3]1[CH:8]=[CH:7][C:6]([C:9]2[C:14]([NH2:15])=[CH:13][C:12]([N:16]3[CH2:21][CH2:20][O:19][CH2:18][CH2:17]3)=[CH:11][N:10]=2)=[CH:5][CH:4]=1.Cl[C:23]1[C:32]2[C:27](=[CH:28][C:29]([F:34])=[CH:30][C:31]=2[F:33])[N:26]=[C:25]([C:35]2[CH:40]=[C:39]([CH3:41])[CH:38]=[CH:37][N:36]=2)[C:24]=1[CH3:42].C1(P(C2CCCCC2)C2(C(C)C)CC(C(C)C)=CC(C(C)C)=C2C2C=CC=CC=2)CCCCC1.CC(C1C=C(C(C)C)C(C2C=CC=CC=2P(C2CCCCC2)C2CCCCC2)=C(C(C)C)C=1)C.CC(C)([O-])C.[Na+]>C1(C)C=CC=CC=1.C1C=CC(/C=C/C(/C=C/C2C=CC=CC=2)=O)=CC=1.C1C=CC(/C=C/C(/C=C/C2C=CC=CC=2)=O)=CC=1.C1C=CC(/C=C/C(/C=C/C2C=CC=CC=2)=O)=CC=1.[Pd].[Pd].O>[F:33][C:31]1[CH:30]=[C:29]([F:34])[CH:28]=[C:27]2[C:32]=1[C:23]([NH:15][C:14]1[C:9]([C:6]3[CH:7]=[CH:8][C:3]([O:2][CH3:1])=[CH:4][CH:5]=3)=[N:10][CH:11]=[C:12]([N:16]3[CH2:21][CH2:20][O:19][CH2:18][CH2:17]3)[CH:13]=1)=[C:24]([CH3:42])[C:25]([C:35]1[CH:40]=[C:39]([CH3:41])[CH:38]=[CH:37][N:36]=1)=[N:26]2 |f:4.5,7.8.9.10.11|. Procedure: A mixture of 2-(4-methoxyphenyl)-5-morpholinopyridin-3-amine (60.3 mg, 0.21 mmol), 4-chloro-5,7-difluoro-3-methyl-2-(4-methylpyridin-2-yl)quinoline (52.0 mg, 0.17 mmol), 2-dicyclohexylphosphino-2,4,6,-triisopropylbiphenyl, (X-Phos) (14.7 mg, 0.031 mmol), tris(dibenzylideneacetone)dipalladium (0) (6.8 mg, 7.43 μmol), and sodium tert-butoxide (42.9 mg, 0.45 mmol) in dry toluene (1.5 mL) was degassed by nitrogen. The resulting reaction was heated to 100° C. and monitored with TLC and LC-MS. After 1... Starting materials: compound, COC(C1=CC=C(C=C1)[C@H]1C[C@@]2([C@](CC[C@H]2[C@@H]2CC[C@]3(CC4(OCC(CO4)(C)C)CCC3=C12)O)(O)C(C(F)(F)F)(F)F)C)OC ((5R,8S,11R,13S,14S,17S)-11-[4-(Dimethoxymethyl)phenyl]-5′,5′,13-trimethyl-17-(pentafluoroethyl)-1,2,6,7,8,11,12,13,14,15,16,17-dodecahydrospiro[cyclopenta[a]phenanthren-3,2′-[1,3]dioxane]-5,17(4H)-diol). The solvent is C(C)(=O)O (acetic acid). Run at temperature 30 celsius, time 16 hour. Product: O[C@@]1([C@]2(C)[C@@H](CC1)[C@@H]1CCC3=CC(CCC3=C1[C@H](C2)C2=CC=C(C=O)C=C2)=O)C(C(F)(F)F)(F)F (4-[(11β,17β)-17-Hydroxy-3-oxo-17-(pentafluoroethyl)estra-4,9-dien-11-yl]benzaldehyde). Reaction SMILES: C[O:2][CH:3](OC)[C:4]1[CH:9]=[CH:8][C:7]([C@@H:10]2[C:33]3[C@@H:17]([CH2:18][CH2:19][C@:20]4(O)[C:32]=3[CH2:31][CH2:30][C:22]3(OCC(C)(C)C[O:23]3)[CH2:21]4)[C@H:16]3[C@@:12]([CH3:43])([C@@:13]([C:36]([F:42])([F:41])[C:37]([F:40])([F:39])[F:38])([OH:35])[CH2:14][CH2:15]3)[CH2:11]2)=[CH:6][CH:5]=1>C(O)(=O)C>[OH:35][C@@:13]1([C:36]([F:41])([F:42])[C:37]([F:38])([F:39])[F:40])[CH2:14][CH2:15][C@H:16]2[C@H:17]3[C:33]([C@@H:10]([C:7]4[CH:6]=[CH:5][C:4]([CH:3]=[O:2])=[CH:9][CH:8]=4)[CH2:11][C@:12]12[CH3:43])=[C:32]1[C:20](=[CH:21][C:22](=[O:23])[CH2:30][CH2:31]1)[CH2:19][CH2:18]3. Reported procedure: 3.5 g of the compound described under 1b) were dissolved in 55 ml of 70% strength acetic acid. The mixture was after-stirred for 16 hours at 30° C. The reaction mixture was then poured onto water and after-stirred for a further 5 hours. It was then filtered. The residue was washed with water, dried and purified by chromatography over silica gel. This gave 2.2 g of the title compound. Reaction SMILES: [CH3:1][O:2][C:3]1[CH:21]=[C:20]([C:22]([F:25])([F:24])[F:23])[CH:19]=[C:18]([S:26][CH3:27])[C:4]=1[C:5]([NH:7][CH:8]1[CH2:17][O:16][CH2:15][CH2:14][C:9]21OCC[O:10]2)=[O:6].Cl>O1CCCC1.O1CCOCC1.O.C(OCC)(=O)C.C(=O)(O)[O-].[Na+]>[CH3:1][O:2][C:3]1[CH:21]=[C:20]([C:22]([F:25])([F:23])[F:24])[CH:19]=[C:18]([S:26][CH3:27])[C:4]=1[C:5]([NH:7][CH:8]1[C:9](=[O:10])[CH2:14][CH2:15][O:16][CH2:17]1)=[O:6] |f:6.7|. The reactants are COC1=C(C(=O)NC2C3(OCCO3)CCOC2)C(=CC(=C1)C(F)(F)F)SC (2-Methoxy-6-methylsulfanyl-4-trifluoromethyl-N-(1,4,8-trioxa-spiro[4.5]dec-6-yl)-benzamide), COC1=C(C(=O)NC2C3(OCCO3)CCOC2)C(=CC(=C1)C(F)(F)F)SC (2-Methoxy-6-methylsulfanyl-4-trifluoromethyl-N-(1,4,8-trioxa-spiro[4.5]dec-6-yl)-benzamide), Cl (HCl). Procedure: 2-Methoxy-6-methylsulfanyl-4-trifluoromethyl-N-(1,4,8-trioxa-spiro[4.5]dec-6-yl)-benzamide (intermediate B, 200 mg, 0.49 mmol) was dissolved in 1 mL tetrahydrofuran and 1 mL 4N HCl in dioxane was added. The reaction mixture was refluxed for 2 h. The mixture was diluted with water, ethyl acetate and neutralized with saturated sodium bicarbonate solution. The mixture was extracted two times with ethyl acetate. The combined organic layers were dried with sodium sulfate, filtered and evaporated. The... Run in O (water), C(C)(=O)OCC (ethyl acetate), C([O-])(O)=O.[Na+] (sodium bicarbonate), O1CCCC1 (tetrahydrofuran), O1CCOCC1 (dioxane). The product is COC1=C(C(=O)NC2COCCC2=O)C(=CC(=C1)C(F)(F)F)SC (2-Methoxy-6-methylsulfanyl-N-(4-oxo-tetrahydro-pyran-3-yl)-4-trifluoromethyl-benzamide). Starting materials: C(C1=CC=CC=C1)N1C(C2(CCNCC2)C2=CC=CC=C12)=O (1-benzylspiro[indole-3,4′-piperidin]-2(1H)-one), ClC(=O)OC1=CC=C(C=C1)[N+](=O)[O-] (4-nitrophenyl chloroformate), C(=O)([O-])[O-].[K+].[K+] (K2CO3), C1(CCC1)N1CCNCC1 (1-cyclobutylpiperazine), TEA. RXN SMILES: [CH2:1]([N:8]1[C:21]2[C:16](=[CH:17][CH:18]=[CH:19][CH:20]=2)[C:10]2([CH2:15][CH2:14][NH:13][CH2:12][CH2:11]2)[C:9]1=[O:22])[C:2]1[CH:7]=[CH:6][CH:5]=[CH:4][CH:3]=1.ClC(OC1C=CC([N+]([O-])=O)=CC=1)=O.[C:36]([O-:39])([O-])=O.[K+].[K+].[CH:42]1([N:46]2[CH2:51][CH2:50][NH:49][CH2:48][CH2:47]2)[CH2:45][CH2:44][CH2:43]1>CC#N>[CH2:1]([N:8]1[C:21]2[C:16](=[CH:17][CH:18]=[CH:19][CH:20]=2)[C:10]2([CH2:11][CH2:12][N:13]([C:36]([N:49]3[CH2:50][CH2:51][N:46]([CH:42]4[CH2:45][CH2:44][CH2:43]4)[CH2:47][CH2:48]3)=[O:39])[CH2:14][CH2:15]2)[C:9]1=[O:22])[C:2]1[CH:7]=[CH:6][CH:5]=[CH:4][CH:3]=1 |f:2.3.4|. Reported procedure: A suspension of 1-benzylspiro[indole-3,4′-piperidin]-2(1H)-one (0.417 mmol), 4-nitrophenyl chloroformate (84 mg, 0.417 mmol) and K2CO3 (172 mg, 1.25 mmol) in CH3CN (6 ml) is stirred at ambient temperature for 2 h. A solution of 1-cyclobutylpiperazine (0.417 mmol) and TEA (0.175 ml, 1.25 mmol) in CH3CN (4 ml) is added and the mixture is heated at 110° C. in a sealed tube overnight. Solvent is removed in vacuo and to the residue is added EtOAc (15 ml). The mixture is stirred at rt for 15 min and f... The solvent is CC#N (CH3CN), CC#N (CH3CN). Conditions: time 2 hour. Product: C(C1=CC=CC=C1)N1C(C2(CCN(CC2)C(=O)N2CCN(CC2)C2CCC2)C2=CC=CC=C12)=O (1-Benzyl-1′-[(4-cyclobutylpiperazin-1-yl)carbonyl]spiro[indole-3,4′-piperidin]-2(1H)-one).